The task is: describe an organic reaction: reactants, conditions, products, and yield. This data is from the Open Reaction Database (ORD), a public repository of structured organic reaction records. Reactants: [H-].[H-].[H-].[H-].[Li+].[Al+3] (LiAlH4), [O-]S(=O)(=O)[O-].[Na+].[Na+] (Na2SO4), C(C1=CC=CC=C1)OC1=CC=C(C=C1)C1OCC(N2C1CCC2CCC2=CC=CC=C2)=O ((1RS,6RS,8aSR)-1-(4-Benzyloxy-phenyl)-6-phenethyl-tetrahydro-pyrrolo[2, 1-c][1,4]oxazin-4-one), [OH-].[Na+] (NaOH). Solvent: C1CCOC1 (THF), C1CCOC1 (THF), O (H2O), O (H2O). Run at time 2 hour. Product: C(C1=CC=CC=C1)OC1=CC=C(C=C1)C1OCCN2C1CCC2CCC2=CC=CC=C2 ((1RS,6RS,8aSR)-1-(4-benzyloxy-phenyl)-6-phenethyl-hexahydro-pyrrolo[2,1-c][1,4]oxazine). Isolated yield 77.7%. Reaction SMILES: [CH2:1]([O:8][C:9]1[CH:14]=[CH:13][C:12]([CH:15]2[CH:20]3[CH2:21][CH2:22][CH:23]([CH2:24][CH2:25][C:26]4[CH:31]=[CH:30][CH:29]=[CH:28][CH:27]=4)[N:19]3[C:18](=O)[CH2:17][O:16]2)=[CH:11][CH:10]=1)[C:2]1[CH:7]=[CH:6][CH:5]=[CH:4][CH:3]=1.[H-].[H-].[H-].[H-].[Li+].[Al+3].[OH-].[Na+].[O-]S([O-])(=O)=O.[Na+].[Na+]>C1COCC1.O>[CH2:1]([O:8][C:9]1[CH:10]=[CH:11][C:12]([CH:15]2[CH:20]3[CH2:21][CH2:22][CH:23]([CH2:24][CH2:25][C:26]4[CH:31]=[CH:30][CH:29]=[CH:28][CH:27]=4)[N:19]3[CH2:18][CH2:17][O:16]2)=[CH:13][CH:14]=1)[C:2]1[CH:3]=[CH:4][CH:5]=[CH:6][CH:7]=1 |f:1.2.3.4.5.6,7.8,9.10.11|. Reported procedure: A solution of (1RS,6RS,8aSR)-1-(4-Benzyloxy-phenyl)-6-phenethyl-tetrahydro-pyrrolo[2, 1-c][1,4]oxazin-4-one (0.12 g, 0.28 mmol) in THF (1 ml) was added dropwise to a 0° C. suspension of LiAlH4 (0.021 g, 0.56 mmol) in THF (1 ml). Reaction mixture was stirred at room temperature for 2 hours then cooled to 0° C. and treated successively with H2O (25 ml), 5N NaOH (25 ml), H2O (75 ml). Reaction mixture was stirred at room temperature for 30 min. and Na2SO4 was added. After filtration, evaporation of ...